From a dataset of the Open Reaction Database (ORD), a public repository of structured organic reaction records. describe an organic reaction: reactants, conditions, products, and yield The solvent is CN(C)C=O (DMF). Reaction conditions: temperature 100 celsius, time 8 hour. The product is N1=CC(=CC=C1)C1=NN(C(C1)C1=C(C=CC=C1)O)C(=O)C=1SC(=CC1)C=1N=NNN1 (2-(3-pyridin-3-yl-1-{[5-(2H-tetrazol-5-yl)-2-thienyl]carbonyl}-4,5-dihydro-1H-pyrazol-5-yl)phenol). Reactants: OC1=C(C=CC=C1)C1CC(=NN1C(=O)C1=CC=C(S1)C#N)C=1C=NC=CC1 (5-{[5-(2-hydroxyphenyl)-3-pyridin-3-yl-4,5-dihydro-1H-pyrazol-1-yl]carbonyl}thiophene-2-carbonitrile), [N-]=[N+]=[N-].[Na+] (sodium azide), [Cl-].[Cl-].[Cl-].[Al+3] (aluminum trichloride). Reaction SMILES: [OH:1][C:2]1[CH:7]=[CH:6][CH:5]=[CH:4][C:3]=1[CH:8]1[N:12]([C:13]([C:15]2[S:19][C:18]([C:20]#[N:21])=[CH:17][CH:16]=2)=[O:14])[N:11]=[C:10]([C:22]2[CH:23]=[N:24][CH:25]=[CH:26][CH:27]=2)[CH2:9]1.[N-:28]=[N+:29]=[N-:30].[Na+].[Cl-].[Cl-].[Cl-].[Al+3]>CN(C=O)C>[N:24]1[CH:25]=[CH:26][CH:27]=[C:22]([C:10]2[CH2:9][CH:8]([C:3]3[CH:4]=[CH:5][CH:6]=[CH:7][C:2]=3[OH:1])[N:12]([C:13]([C:15]3[S:19][C:18]([C:20]4[N:28]=[N:29][NH:30][N:21]=4)=[CH:17][CH:16]=3)=[O:14])[N:11]=2)[CH:23]=1 |f:1.2,3.4.5.6|. Reported procedure: To a solution of 5-{[5-(2-hydroxyphenyl)-3-pyridin-3-yl-4,5-dihydro-1H-pyrazol-1-yl]carbonyl}thiophene-2-carbonitrile (0.300 g, 0.60 mmol) in DMF (5 mL) was added sodium azide (0.120 g, 1.80 mmol) and aluminum trichloride (0.240 g, 1.80 mmol). The reaction mixture was allowed to stir at 100° C. overnight and then concentrated. The residue was purified by column chromatography to give 2-(3-pyridin-3-yl-1-{[5-(2H-tetrazol-5-yl)-2-thienyl]carbonyl}-4,5-dihydro-1H-pyrazol-5-yl)phenol (I-226). LCMS: ... Starting materials: O=C([O-])[O-], COc1cc(O)cc(OC)c1, CN1CCCC1=O, O=Cc1cc([N+](=O)[O-])ccc1Cl, [Cu], [Cu]I, [K+], [K+]. Yields the product COc1cc(OC)cc(Oc2ccc([N+](=O)[O-])cc2C=O)c1. RXN SMILES: [C:24](=[O:25])([O-:26])[O-:27].[CH3:13][O:14][c:15]1[cH:16][c:17]([OH:23])[cH:18][c:19]([O:21][CH3:22])[cH:20]1.[CH3:33][N:34]1[CH2:35][CH2:36][CH2:37][C:38]1=[O:39].[Cl:1][c:2]1[c:3]([CH:4]=[O:5])[cH:6][c:7]([N+:10](=[O:11])[O-:12])[cH:8][cH:9]1.[Cu:30].[Cu:31][I:32].[K+:28].[K+:29]>>[c:2]1([O:23][c:17]2[cH:16][c:15]([O:14][CH3:13])[cH:20][c:19]([O:21][CH3:22])[cH:18]2)[c:3]([CH:4]=[O:5])[cH:6][c:7]([N+:10](=[O:11])[O-:12])[cH:8][cH:9]1. The reactants are N1(CCNCC1)C1=CC(=NC=N1)NC=1SC(=CN1)C#N (2-[(6-Piperazin-1-ylpyrimidin-4-yl)amino]-1,3-thiazole-5-carbonitrile), CCN(C(C)C)C(C)C (DIEA), CN=C=O (methylisocyanate). The solvent is C(Cl)Cl (methylene chloride), CN(C)C=O (DMF), C(Cl)Cl (methylene chloride). The product is C(#N)C1=CN=C(S1)NC1=CC(=NC=N1)N1CCN(CC1)C(=O)NC (4-{6-[(5-Cyano-1,3-thiazol-2-yl)amino]pyrimidin-4-yl}-N-methylpiperazine-1-carboxamide). Reaction SMILES: [N:1]1([C:7]2[N:12]=[CH:11][N:10]=[C:9]([NH:13][C:14]3[S:15][C:16]([C:19]#[N:20])=[CH:17][N:18]=3)[CH:8]=2)[CH2:6][CH2:5][NH:4][CH2:3][CH2:2]1.CCN(C(C)C)C(C)C.[CH3:30][N:31]=[C:32]=[O:33]>CN(C=O)C.C(Cl)Cl>[C:19]([C:16]1[S:15][C:14]([NH:13][C:9]2[N:10]=[CH:11][N:12]=[C:7]([N:1]3[CH2:6][CH2:5][N:4]([C:32]([NH:31][CH3:30])=[O:33])[CH2:3][CH2:2]3)[CH:8]=2)=[N:18][CH:17]=1)#[N:20]. Reported procedure: 12-3 (0.25 g, 0.88 mmol) was dissolved in a minimal amount of DMF (2 mL) and DIEA (0.57 g, 4.38 mmol) before it was diluted with methylene chloride (5 mL). Then a methylene chloride solution (1 mL) of methylisocyanate (0.050 g, 0.88 mmol) was added. A precipitate quickly formed and was filtered off, washed with methylene chloride and air dried to afford 43-1. Hi-Res MS: calc: 345.1241 found: 345.1269. 1H-NMR (DMSO-d6): 12.09(s, 1H); 8.44(s, 1H); 8.26(s, 1H); 6.52(d, 1H); 6.21(s, 1H); 3.54(m, 4H)...